This data is from the Open Reaction Database (ORD), a public repository of structured organic reaction records. The task is: describe an organic reaction: reactants, conditions, products, and yield The reactants are C(C1=CC=CC=C1)(=O)Cl (Benzoyl chloride), C(C)(C)C1(N=C(NC1=O)C1=C(C(=O)OC)C=C(C=N1)C)C (2-(4-isopropyl-4-methyl-5-oxo-2-imidazolin-2-yl)-5-methylnicotinic acid, methyl ester), C(Cl)Cl (methylene chloride). The reagents and catalysts are CN(C1=CC=NC=C1)C (4-dimethylaminopyridine). The solvent is N1=CC=CC=C1 (pyridine). Conditions: temperature 0 celsius, time 4 hour. Yields the product C(C1=CC=CC=C1)(=O)N1C(=NC(C1=O)(C)C(C)C)C1=C(C(=O)OC)C=C(C=N1)C (Methyl 2-(1-benzoyl-4-isopropyl-4-methyl-5-oxo-2-imidazolin-2-yl)-5-methylnicotinate). Isolated yield 67.9%. As a reaction SMILES: [C:1](Cl)(=[O:8])[C:2]1[CH:7]=[CH:6][CH:5]=[CH:4][CH:3]=1.[CH:10]([C:13]1([CH3:30])[C:17](=[O:18])[NH:16][C:15]([C:19]2[N:28]=[CH:27][C:26]([CH3:29])=[CH:25][C:20]=2[C:21]([O:23][CH3:24])=[O:22])=[N:14]1)([CH3:12])[CH3:11].C(Cl)Cl>CN(C)C1C=CN=CC=1.N1C=CC=CC=1>[C:1]([N:16]1[C:17](=[O:18])[C:13]([CH:10]([CH3:12])[CH3:11])([CH3:30])[N:14]=[C:15]1[C:19]1[N:28]=[CH:27][C:26]([CH3:29])=[CH:25][C:20]=1[C:21]([O:23][CH3:24])=[O:22])(=[O:8])[C:2]1[CH:7]=[CH:6][CH:5]=[CH:4][CH:3]=1. Reported procedure: Benzoyl chloride (42.1 mL, 0.363 mol) is added dropwise to a 0° C. solution of 2-(4-isopropyl-4-methyl-5-oxo-2-imidazolin-2-yl)-5-methylnicotinic acid, methyl ester (50 g, 0.173 mol) and 4-dimethylaminopyridine (4.2 g, 0.0344 mol) in pyridine. The reaction mixture is stirred for 1 hour at 0° C. and 4 hours at room temperature. Concentration in vacuo gives a liquid that is dissolved into methylene chloride and washed sequentially with 2 normal hydrochloric acid and saturated sodium bicarbonate so... Reactants: NC=1C=C(/C=C/C=2SC(=C(N2)CC)C)C=CC1 (2-(trans-3-aminostyryl)-4-ethyl-5-methylthiazole), Cl (hydrochloric acid), aqueous solution, N(=O)[O-].[Na+] (sodium nitrite). The solvent is O (water). Reaction conditions: time 1.5 hour. The product is OC=1C=C(/C=C/C=2SC(=C(N2)CC)C)C=CC1 (2-(trans-3-hydroxystyryl)-4ethyl-5-methylthiazole). Yield: 69.7%. Reaction SMILES: N[C:2]1[CH:3]=[C:4]([CH:15]=[CH:16][CH:17]=1)/[CH:5]=[CH:6]/[C:7]1[S:8][C:9]([CH3:14])=[C:10]([CH2:12][CH3:13])[N:11]=1.Cl.N([O-])=[O:20].[Na+]>O>[OH:20][C:2]1[CH:3]=[C:4]([CH:15]=[CH:16][CH:17]=1)/[CH:5]=[CH:6]/[C:7]1[S:8][C:9]([CH3:14])=[C:10]([CH2:12][CH3:13])[N:11]=1 |f:2.3|. Reported procedure: An amount of 3.0 g of 2-(trans-3-aminostyryl)-4-ethyl-5-methylthiazole was added to 18 ml of 20% hydrochloric acid and to the mixture was added dropwise slowly 3 ml of an aqueous solution of 0.86 g of sodium nitrite while maintaining the inner temperature at 4° to 5° C. After the mixture was stirred at the above temperature for 1.5 hours, the reaction mixture was added into 50 ml of boiling water over 20 minutes. After the mixture was cooled to room temperature, the precipitates formed were coll... The reactants are BrC=1C=CC(=NC1)N (5-bromopyridin-2-amine), CC(CC)=O (butan-2-one), [Si](C)(C)(C)C#N (TMS-CN). Reagents/catalysts: [Cl-].[Zn+2].[Cl-] (zinc chloride). The solvent is O (water), C(C)#N (acetonitrile). Reaction conditions: temperature 0 celsius. Yields the product BrC=1C=CC(=NC1)NC(C#N)(CC)C (2-[(5-bromopyridin-2-yl)amino]-2-methylbutanenitrile). As a reaction SMILES: [Br:1][C:2]1[CH:3]=[CH:4][C:5]([NH2:8])=[N:6][CH:7]=1.[CH3:9][C:10](=O)[CH2:11][CH3:12].[Si]([C:18]#[N:19])(C)(C)C>C(#N)C.O.[Cl-].[Zn+2].[Cl-]>[Br:1][C:2]1[CH:3]=[CH:4][C:5]([NH:8][C:10]([CH3:9])([CH2:11][CH3:12])[C:18]#[N:19])=[N:6][CH:7]=1 |f:5.6.7|. Procedure details: A mixture of 5-bromopyridin-2-amine (500 mg, 2.89 mmol), butan-2-one (611 μl, 6.82 mmol), and zinc chloride (0.5 M, 1.15 mL, 0.578 mmol) in acetonitrile (1.44 mL) was purged with Ar(g) for ˜5 minutes. The reaction was cooled to 0° C. and TMS-CN (775 μl, 5.78 mmol) was added dropwise. The reaction mixture was heated to 85° C. overnight. Upon cooling, the reaction mixture was diluted with water and extracted with dichloromethane (3×). The organic layer was concentrated under reduced pressure and t... Reactants: COC1=C(N)C=CC(=C1)C=1N=C(N2C1C(=NC=C2)C)[C@@H]2CC[C@H](CC2)N2CCN(CC2)C (2-methoxy-4-(8-methyl-3-((trans)-4-(4-methylpiperazin-1-yl)cyclohexyl)imidazo[1,5-a]pyrazin-1-yl)aniline), B(Br)(Br)Br (boron tribromide), B(Br)(Br)Br (boron tribromide). The solvent is ClCCl (dichloromethane). Reaction conditions: time 3 hour. Yields the product NC1=C(C=C(C=C1)C=1N=C(N2C1C(=NC=C2)C)[C@@H]2CC[C@H](CC2)N2CCN(CC2)C)O (2-amino-5-(8-methyl-3-((trans)-4-(4-methylpiperazin-1-yl)cyclohexyl)imidazo[1,5-a]pyrazin-1-yl)phenol). The yield is 181.5%. As a reaction SMILES: C[O:2][C:3]1[CH:9]=[C:8]([C:10]2[N:11]=[C:12]([C@H:20]3[CH2:25][CH2:24][C@H:23]([N:26]4[CH2:31][CH2:30][N:29]([CH3:32])[CH2:28][CH2:27]4)[CH2:22][CH2:21]3)[N:13]3[CH:18]=[CH:17][N:16]=[C:15]([CH3:19])[C:14]=23)[CH:7]=[CH:6][C:4]=1[NH2:5].B(Br)(Br)Br>ClCCl>[NH2:5][C:4]1[CH:6]=[CH:7][C:8]([C:10]2[N:11]=[C:12]([C@H:20]3[CH2:25][CH2:24][C@H:23]([N:26]4[CH2:27][CH2:28][N:29]([CH3:32])[CH2:30][CH2:31]4)[CH2:22][CH2:21]3)[N:13]3[CH:18]=[CH:17][N:16]=[C:15]([CH3:19])[C:14]=23)=[CH:9][C:3]=1[OH:2]. Reported procedure: To 2-methoxy-4-(8-methyl-3-((trans)-4-(4-methylpiperazin-1-yl)cyclohexyl)imidazo[1,5-a]pyrazin-1-yl)aniline (0.152 mmol, 66 mg) in dichloromethane (1.4 ml) at 0-5° C. was added boron tribromide (0.758 mmol, 73 μl) under a nitrogen atmosphere. Then the reaction mixture was stirred for three hours at room temperature. Then additional boron tribromide (0.758 mmol, 73 μl) was added. After 30 minutes the reaction mixture was quenched with methanol and stirred during the night. The solid formed was re... Reported procedure: To a solution of 5,5-dimethyl-2-oxo-cyclohexanecarbaldehyde (51 g, 331 mmol) in chloroform (250 mL), oxalyl chloride (40 mL, 465 mmol) is rapidly added. After stirring for 3-4 min ice followed by 2 N aq. NaOH (100 mL) is added. The organic phase is separated and the aq. phase is extracted once more with chloroform. The combined organic extracts are washed with water and dried over Na2SO4. The solvent is removed in vacuo to give 2-chloromethylene-4,4-dimethyl-cyclohexanone (50 g) as a brown oil; ... The yield is 87.5%. The reactants are CC1(CCC(C(C1)C=O)=O)C (5,5-dimethyl-2-oxo-cyclohexanecarbaldehyde), C(C(=O)Cl)(=O)Cl (oxalyl chloride), [OH-].[Na+] (NaOH). Run in C(Cl)(Cl)Cl (chloroform). RXN SMILES: [CH3:1][C:2]1([CH3:11])[CH2:7][CH:6]([CH:8]=O)[C:5](=[O:10])[CH2:4][CH2:3]1.C(Cl)(=O)C([Cl:15])=O.[OH-].[Na+]>C(Cl)(Cl)Cl>[Cl:15][CH:8]=[C:6]1[CH2:7][C:2]([CH3:11])([CH3:1])[CH2:3][CH2:4][C:5]1=[O:10] |f:2.3|. Conditions: time 3.5 minute. Yields the product ClC=C1C(CCC(C1)(C)C)=O (2-chloromethylene-4,4-dimethyl-cyclohexanone). Yields the product Cc1c(C)c(C=O)c2ncccc2c1C. The reactants are Cc1c(C)c(Br)c2ncccc2c1C, O=C([O-])[O-], [Li]CCCC, C1CCOC1, O=CN1CCCCC1, [K+], [K+], O=S(=O)(O)O. As a reaction SMILES: [Br:6][c:7]1[c:8]([CH3:19])[c:9]([CH3:18])[c:10]([CH3:17])[c:11]2[cH:12][cH:13][cH:14][n:15][c:16]12.[C:33](=[O:34])([O-:35])[O-:36].[CH2:1]([Li:2])[CH2:3][CH2:4][CH3:5].[CH2:39]1[O:40][CH2:41][CH2:42][CH2:43]1.[CH:20](=[O:21])[N:22]1[CH2:23][CH2:24][CH2:25][CH2:26][CH2:27]1.[K+:37].[K+:38].[S:28](=[O:29])(=[O:30])([OH:31])[OH:32]>>[c:7]1([CH:20]=[O:21])[c:8]([CH3:19])[c:9]([CH3:18])[c:10]([CH3:17])[c:11]2[cH:12][cH:13][cH:14][n:15][c:16]12. The reagents and catalysts are C(C)(=O)[O-].[Cu+2].C(C)(=O)[O-] (copper (II) acetate). Reported procedure: To solution of (3-{[tert-butyl(diphenyl)silyl]oxy}phenyl)(1H-indazol-3-yl)methanone (0.10 g, 0.21 mmol)) in dry CH2Cl2 (4 mL) in a flame-dried flask was added dry pyridine (0.034 mL), anhydrous copper (II) acetate (0.057 g, 0.32 mmol), 3-methoxyphenylboronic acid (0.064 g, 0.42 mmol) and powdered 4 Angstrom molecular sieves (0.25 g). Stir at room temperature for seven days. Run in C(Cl)Cl (CH2Cl2). Conditions: time 7 day. The reactants are [Si](C1=CC=CC=C1)(C1=CC=CC=C1)(C(C)(C)C)OC=1C=C(C=CC1)C(=O)C1=NNC2=CC=CC=C12 ((3-{[tert-butyl(diphenyl)silyl]oxy}phenyl)(1H-indazol-3-yl)methanone), N1=CC=CC=C1 (pyridine), COC=1C=C(C=CC1)B(O)O (3-methoxyphenylboronic acid). As a reaction SMILES: [Si:1]([O:18][C:19]1[CH:20]=[C:21]([C:25]([C:27]2[C:35]3[C:30](=[CH:31][CH:32]=[CH:33][CH:34]=3)[NH:29][N:28]=2)=[O:26])[CH:22]=[CH:23][CH:24]=1)([C:14]([CH3:17])([CH3:16])[CH3:15])([C:8]1[CH:13]=[CH:12][CH:11]=[CH:10][CH:9]=1)[C:2]1[CH:7]=[CH:6][CH:5]=[CH:4][CH:3]=1.N1C=CC=CC=1.[CH3:42][O:43][C:44]1[CH:45]=[C:46](B(O)O)[CH:47]=[CH:48][CH:49]=1>C(Cl)Cl.C([O-])(=O)C.[Cu+2].C([O-])(=O)C>[Si:1]([O:18][C:19]1[CH:20]=[C:21]([C:25]([C:27]2[N:28]([C:48]3[CH:47]=[CH:46][CH:45]=[C:44]([O:43][CH3:42])[CH:49]=3)[N:29]=[C:30]3[C:35]=2[CH:34]=[CH:33][CH:32]=[CH:31]3)=[O:26])[CH:22]=[CH:23][CH:24]=1)([C:14]([CH3:16])([CH3:17])[CH3:15])([C:8]1[CH:13]=[CH:12][CH:11]=[CH:10][CH:9]=1)[C:2]1[CH:7]=[CH:6][CH:5]=[CH:4][CH:3]=1 |f:4.5.6|. Yields the product [Si](C1=CC=CC=C1)(C1=CC=CC=C1)(C(C)(C)C)OC=1C=C(C=CC1)C(=O)C=1N(N=C2C=CC=CC12)C1=CC(=CC=C1)OC ((3-{[tert-butyl(diphenyl)silyl]oxy}phenyl)[2-(3-methoxyphenyl)-2H-indazol-3-yl]methanone). Starting materials: ClC1=NC=C(C(=N1)N1CCOCC1)I (4-(2-chloro-5-iodopyrimidin-4-yl)morpholine), C(#C)C=1C=C(C=CC1)NC([C@H](C)N(C(OC(C)(C)C)=O)C)=O ((S)-tert-butyl (1-((3-ethynylphenyl)amino)-1-oxopropan-2-yl)(methyl)carbamate), O (water), C(C)(=O)OCC (ethyl acetate). Reagents/catalysts: Cl[Pd]([P](C1=CC=CC=C1)(C2=CC=CC=C2)C3=CC=CC=C3)([P](C4=CC=CC=C4)(C5=CC=CC=C5)C6=CC=CC=C6)Cl (bis(triphenylphosphine)palladium(II) dichloride), [Cu]I (copper(I) iodide). Solvent: CN(C=O)C (N,N-dimethylformamide), C(C)N(CC)CC (triethylamine). Conditions: time 2 hour. The product is ClC1=NC=C(C(=N1)N1CCOCC1)C#CC=1C=C(C=CC1)NC([C@H](C)N(C(OC(C)(C)C)=O)C)=O ((S)-tert-butyl (1-((3-((2-chloro-4-morpholinopyrimidin-5-yl)ethynyl)phenyl)amino)-1-oxopropan-2-yl)(methyl)carbamate). The yield is 94.8%. As a reaction SMILES: [Cl:1][C:2]1[N:7]=[C:6]([N:8]2[CH2:13][CH2:12][O:11][CH2:10][CH2:9]2)[C:5](I)=[CH:4][N:3]=1.[C:15]([C:17]1[CH:18]=[C:19]([NH:23][C:24](=[O:36])[C@@H:25]([N:27]([CH3:35])[C:28](=[O:34])[O:29][C:30]([CH3:33])([CH3:32])[CH3:31])[CH3:26])[CH:20]=[CH:21][CH:22]=1)#[CH:16].O.C(OCC)(=O)C>CN(C)C=O.C(N(CC)CC)C.Cl[Pd](Cl)([P](C1C=CC=CC=1)(C1C=CC=CC=1)C1C=CC=CC=1)[P](C1C=CC=CC=1)(C1C=CC=CC=1)C1C=CC=CC=1.[Cu]I>[Cl:1][C:2]1[N:7]=[C:6]([N:8]2[CH2:13][CH2:12][O:11][CH2:10][CH2:9]2)[C:5]([C:16]#[C:15][C:17]2[CH:18]=[C:19]([NH:23][C:24](=[O:36])[C@@H:25]([N:27]([CH3:35])[C:28](=[O:34])[O:29][C:30]([CH3:31])([CH3:33])[CH3:32])[CH3:26])[CH:20]=[CH:21][CH:22]=2)=[CH:4][N:3]=1 |^1:58,77|. Reported procedure: To a solution of 4-(2-chloro-5-iodopyrimidin-4-yl)morpholine (H11, 300 mg), (S)-tert-butyl (1-((3-ethynylphenyl)amino)-1-oxopropan-2-yl)(methyl)carbamate (G1, 558 mg), bis(triphenylphosphine)palladium(II) dichloride (32 mg) and copper(I) iodide (9 mg) in N,N-dimethylformamide (5 mL), triethylamine (640 μL) was added at room temperature, and the mixture was stirred at the same temperature for 2 hours. To the reaction mixture, water and ethyl acetate were added. The organic layer was separated, wa... Starting materials: FC(F)(F)c1cc(-c2cc3ccc(CBr)cc3s2)ccc1-c1ccccc1, CS(C)=O. Product: O=Cc1ccc2cc(-c3ccc(-c4ccccc4)c(C(F)(F)F)c3)sc2c1. Reaction SMILES: [Br:1][CH2:2][c:3]1[cH:4][cH:5][c:6]2[c:7]([s:8][c:9](-[c:11]3[cH:12][c:13]([C:23]([F:24])([F:25])[F:26])[c:14](-[c:17]4[cH:18][cH:19][cH:20][cH:21][cH:22]4)[cH:15][cH:16]3)[cH:10]2)[cH:27]1.[CH3:28][S:29](=[O:30])[CH3:31]>>[CH:2]([c:3]1[cH:4][cH:5][c:6]2[c:7]([s:8][c:9](-[c:11]3[cH:12][c:13]([C:23]([F:24])([F:25])[F:26])[c:14](-[c:17]4[cH:18][cH:19][cH:20][cH:21][cH:22]4)[cH:15][cH:16]3)[cH:10]2)[cH:27]1)=[O:30]. The reactants are C1(=CC=CC2=CC=CC=C12)OCC1CCNCC1 (4-[(1-naphthalenyloxy)methyl]piperidine), C1(=CC=CC=C1)OC(=O)OCC(=O)OCC (ethyl [(phenyloxy-carbonyl)oxy]acetate). The solvent is C1(=CC=CC=C1)C (toluene). Reaction conditions: temperature 50 celsius. Product: C1(=CC=CC2=CC=CC=C12)OCC1CCN(CC1)C(=O)OCC(=O)OCC (2-(ethyloxy)-2-oxoethyl 4-[(1-naphthalenyloxy)methyl]-1-piperidinecarboxylate). Reaction SMILES: [C:1]1([O:11][CH2:12][CH:13]2[CH2:18][CH2:17][NH:16][CH2:15][CH2:14]2)[C:10]2[C:5](=[CH:6][CH:7]=[CH:8][CH:9]=2)[CH:4]=[CH:3][CH:2]=1.C1([O:25][C:26]([O:28][CH2:29][C:30]([O:32][CH2:33][CH3:34])=[O:31])=O)C=CC=CC=1>C1(C)C=CC=CC=1>[C:1]1([O:11][CH2:12][CH:13]2[CH2:14][CH2:15][N:16]([C:26]([O:28][CH2:29][C:30]([O:32][CH2:33][CH3:34])=[O:31])=[O:25])[CH2:17][CH2:18]2)[C:10]2[C:5](=[CH:6][CH:7]=[CH:8][CH:9]=2)[CH:4]=[CH:3][CH:2]=1. Procedure details: A solution of 2.75 g (11.4 mmol) of 4-[(1-naphthalenyloxy)methyl]piperidine, prepared in Step 7.2., and 2.56 g (11.4 mmol) of ethyl [(phenyloxy-carbonyl)oxy]acetate, prepared in accordance with Example 1.1, in 80 ml of toluene is heated at 50° C. overnight. It is evaporated to dryness and the residue is taken up in a mixture of water, dichloromethane and saturated aqueous sodium hydrogen carbonate solution. The organic phase is decanted, dried over sodium sulfate and evaporated to dryness. The p...